From a dataset of the Open Reaction Database (ORD), a public repository of structured organic reaction records. describe an organic reaction: reactants, conditions, products, and yield Starting materials: CCC(C)=O, [I-], CC(C)CNC(=O)c1ccc(SCCCl)c(N)c1, [Na+]. Product: CC(C)CNC(=O)c1ccc2c(c1)NCCS2. As a reaction SMILES: [CH3:21][C:22](=[O:23])[CH2:24][CH3:25].[I-:20].[NH2:1][c:2]1[cH:3][c:4]([C:5](=[O:6])[NH:7][CH2:8][CH:9]([CH3:10])[CH3:11])[cH:12][cH:13][c:14]1[S:15][CH2:16][CH2:17][Cl:18].[Na+:19]>>[NH:1]1[c:2]2[cH:3][c:4]([C:5](=[O:6])[NH:7][CH2:8][CH:9]([CH3:10])[CH3:11])[cH:12][cH:13][c:14]2[S:15][CH2:16][CH2:17]1. Product: COC=1C=C(C(=O)NC2(CC3=CC=CC=C3C2)C(=O)O)C=CC1OCCC=1C=C(C=CC1)C (2-[3-Methoxy-4-(2-m-tolyl-ethoxy)-benzoylamino]-indane-2-carboxylic acid). Reported procedure: The compound of step 3 was hydrolyzed in analogy to example 2, the obtained carboxylic acid reacted with 2-amino-indane-2-carboxylic acid methyl ester in analogy to step 1 of example 15, and the obtained ester hydrolyzed in analogy to example 2. RXN SMILES: CO[C:3](=[O:22])[C:4]1[CH:9]=[CH:8][C:7]([O:10][CH2:11][CH2:12][C:13]2[CH:14]=[C:15]([CH3:19])[CH:16]=[CH:17][CH:18]=2)=[C:6]([O:20][CH3:21])[CH:5]=1.C[O:24][C:25]([C:27]1([NH2:36])[CH2:35][C:34]2[C:29](=[CH:30][CH:31]=[CH:32][CH:33]=2)[CH2:28]1)=[O:26]>>[CH3:21][O:20][C:6]1[CH:5]=[C:4]([CH:9]=[CH:8][C:7]=1[O:10][CH2:11][CH2:12][C:13]1[CH:14]=[C:15]([CH3:19])[CH:16]=[CH:17][CH:18]=1)[C:3]([NH:36][C:27]1([C:25]([OH:26])=[O:24])[CH2:28][C:29]2[C:34](=[CH:33][CH:32]=[CH:31][CH:30]=2)[CH2:35]1)=[O:22]. The reactants are COC(C1=CC(=C(C=C1)OCCC=1C=C(C=CC1)C)OC)=O (3-Methoxy-4-(2-m-tolyl-ethoxy)-benzoic acid methyl ester), ester, carboxylic acid, COC(=O)C1(CC2=CC=CC=C2C1)N (2-amino-indane-2-carboxylic acid methyl ester). Starting materials: COCCOC1=CC=2N(C=C1)C(=CN2)C(=O)O (7-(2-Methoxyethoxy)imidazo[1,2-a]pyridine-3-carboxylic acid), C(C)(C)N(CC)C(C)C (diisopropylethylamine), FC1=C(CN2N=CC=3C(=CC=CC23)N)C=CC(=C1)F (1-(2,4-difluorobenzyl)-1H-indazol-4-amine), solution, C(C(=O)Cl)(=O)Cl (oxalyl chloride). Solvent: CN(C)C=O (DMF), O.C(Cl)Cl (water methylene chloride), C(Cl)Cl (methylene chloride), C(Cl)Cl (methylene chloride), C(Cl)Cl (methylene chloride). Product: FC1=C(CN2N=CC3=C(C=CC=C23)NC(=O)C2=CN=C3N2C=CC(=C3)OCCOC)C=CC(=C1)F (N-(1-(2,4-difluorobenzyl)-1H-indazol-4-yl)-7-(2-methoxyethoxy)imidazo[1,2-a]pyridine-3-carboxamide). The yield is 49.5%. Reaction SMILES: [CH3:1][O:2][CH2:3][CH2:4][O:5][C:6]1[CH:11]=[CH:10][N:9]2[C:12]([C:15]([OH:17])=O)=[CH:13][N:14]=[C:8]2[CH:7]=1.C(Cl)(=O)C(Cl)=O.[F:24][C:25]1[CH:41]=[C:40]([F:42])[CH:39]=[CH:38][C:26]=1[CH2:27][N:28]1[C:36]2[CH:35]=[CH:34][CH:33]=[C:32]([NH2:37])[C:31]=2[CH:30]=[N:29]1.C(N(C(C)C)CC)(C)C>C(Cl)Cl.O.C(Cl)Cl.CN(C=O)C>[F:24][C:25]1[CH:41]=[C:40]([F:42])[CH:39]=[CH:38][C:26]=1[CH2:27][N:28]1[C:36]2[C:31](=[C:32]([NH:37][C:15]([C:12]3[N:9]4[CH:10]=[CH:11][C:6]([O:5][CH2:4][CH2:3][O:2][CH3:1])=[CH:7][C:8]4=[N:14][CH:13]=3)=[O:17])[CH:33]=[CH:34][CH:35]=2)[CH:30]=[N:29]1 |f:5.6|. Procedure details: 7-(2-Methoxyethoxy)imidazo[1,2-a]pyridine-3-carboxylic acid (0.070 g, 0.296 mmol) and a 2M solution of oxalyl chloride in methylene chloride (0.163 mL, 0.326 mmol) were suspended in methylene chloride (2 mL) with a catalytic amount of DMF. The mixture was stirred for a few minutes and then treated with 1-(2,4-difluorobenzyl)-1H-indazol-4-amine (0.084 g, 0.326 mmol) as a solution in about 1 mL methylene chloride, followed by addition of diisopropylethylamine (0.062 mL, 0.356 mmol). After stirring... The reactants are C(C)C(COCC1CO1)CCCC (2-ethylhexylglycidyl ether), N(CCO)CCO (Diethanolamine), C(C1CO1)OCC1CO1 (glycidyl ether). Reaction conditions: temperature 77.5 celsius. Product: OCCN(CC(COCC(CCCC)CC)O)CCO (1-[bis(2-hydroxyehtyl)amino]-3-[(2-ethylhexyl)oxy]-2-propanol). RXN SMILES: [CH2:1]([CH:3]([CH2:10][CH2:11][CH2:12][CH3:13])[CH2:4][O:5][CH2:6][CH:7]1[O:9][CH2:8]1)[CH3:2].[NH:14]([CH2:18][CH2:19][OH:20])[CH2:15][CH2:16][OH:17].C(OCC1OC1)C1OC1>>[OH:17][CH2:16][CH2:15][N:14]([CH2:18][CH2:19][OH:20])[CH2:8][CH:7]([OH:9])[CH2:6][O:5][CH2:4][CH:3]([CH2:1][CH3:2])[CH2:10][CH2:11][CH2:12][CH3:13]. Procedure: A three-necked, septum capped, 250 mL, round-bottom flask equipped with an addition funnel and containing a magnetic stirring bar is flushed with argon and charged with 2-ethylhexylglycidyl ether (66.53 g, 0.35 mol). Diethanolamine (40.89 g, 0.38 mol) is added during 10 min to the glycidyl ether, with stirring. The flask is placed in an oil bath and heated at a bath temperature of 75-80° C. overnight. The reaction is cooled and checked by 1H NMR to ensure the complete consumption of the glycidyl... Starting materials: C(C1=CC=CC=C1)N1C[C@H]([C@@H](C1)O)O ((3R,4R)-1-benzylpyrrolidine-3,4-diol), CS(=O)(=O)OCCCCCCCC\C=C/CCCCCCCC ((Z)-octadec-9-enyl methanesulfonate). Yields the product C(C1=CC=CC=C1)N1C[C@H]([C@@H](C1)OCCCCCCCC\C=C/CCCCCCCC)OCCCCCCCC\C=C/CCCCCCCC ((3R,4R)-1-Benzyl-3,4-bis((Z)-octadec-9-enyloxy)pyrrolidine). RXN SMILES: [CH2:1]([N:8]1[CH2:12][C@@H:11]([OH:13])[C@H:10]([OH:14])[CH2:9]1)[C:2]1[CH:7]=[CH:6][CH:5]=[CH:4][CH:3]=1.CS(O[CH2:20][CH2:21][CH2:22][CH2:23][CH2:24][CH2:25][CH2:26][CH2:27]/[CH:28]=[CH:29]\[CH2:30][CH2:31][CH2:32][CH2:33][CH2:34][CH2:35][CH2:36][CH3:37])(=O)=O>>[CH2:1]([N:8]1[CH2:12][C@@H:11]([O:13][CH2:20][CH2:21][CH2:22][CH2:23][CH2:24][CH2:25][CH2:26][CH2:27]/[CH:28]=[CH:29]\[CH2:30][CH2:31][CH2:32][CH2:33][CH2:34][CH2:35][CH2:36][CH3:37])[C@H:10]([O:14][CH2:20][CH2:21][CH2:22][CH2:23][CH2:24][CH2:25][CH2:26][CH2:27]/[CH:28]=[CH:29]\[CH2:30][CH2:31][CH2:32][CH2:33][CH2:34][CH2:35][CH2:36][CH3:37])[CH2:9]1)[C:2]1[CH:3]=[CH:4][CH:5]=[CH:6][CH:7]=1. Procedure details: Compound VI-4 (507 mg, 56.4%) was obtained in the same manner as that in Reference Example 1, by using (3R,4R)-1-benzylpyrrolidine-3,4-diol (Diverchim S. A.; 250 mg, 1.29 mmol) and (Z)-octadec-9-enyl methanesulfonate (Nu-Chek Prep, Inc; 1.79 g, 5.17 mmol). Reactants: NC(=N)NC=1C=C(C(=O)NC=2C=CC3=C(N(C=N3)C(CC(=O)OCC)C3=CC=CC=C3)C2)C=CC1 (ethyl 3-{6-[(3-{[amino(imino)methyl]amino}benzoyl)amino]-1H-benzimidazol-1-yl}-3-phenylpropanoate), solution. Run in Cl (hydrochloric acid). The product is NC(=N)NC=1C=C(C(=O)NC=2C=CC3=C(N(C=N3)C(CC(=O)O)C3=CC=CC=C3)C2)C=CC1 (3-{6-[(3-{[Amino(imino)methyl]amino}benzoyl)amino]-1H-benzimidazol-1-yl}-3-phenylpropanoic acid), Phase II. Reaction SMILES: [NH2:1][C:2]([NH:4][C:5]1[CH:6]=[C:7]([CH:33]=[CH:34][CH:35]=1)[C:8]([NH:10][C:11]1[CH:12]=[CH:13][C:14]2[N:18]=[CH:17][N:16]([CH:19]([C:26]3[CH:31]=[CH:30][CH:29]=[CH:28][CH:27]=3)[CH2:20][C:21]([O:23]CC)=[O:22])[C:15]=2[CH:32]=1)=[O:9])=[NH:3]>Cl>[NH2:3][C:2]([NH:4][C:5]1[CH:6]=[C:7]([CH:33]=[CH:34][CH:35]=1)[C:8]([NH:10][C:11]1[CH:12]=[CH:13][C:14]2[N:18]=[CH:17][N:16]([CH:19]([C:26]3[CH:27]=[CH:28][CH:29]=[CH:30][CH:31]=3)[CH2:20][C:21]([OH:23])=[O:22])[C:15]=2[CH:32]=1)=[O:9])=[NH:1]. Reported procedure: A solution of ethyl 3-{6-[(3-{[amino(imino)methyl]amino}benzoyl)amino]-1H-benzimidazol-1-yl}-3-phenylpropanoate (24 mg, 51 μmol) in hydrochloric acid (20 mL of a 5N solution) was stirred at room temperature for 72 hours. The solution was evaporated in vacuo, and the residue was purified by RP-HPLC to afford the title compound, [LCMS (Method A, Mobile Phase II) RT=2.96 min, MH+ 443]. Yields the product [N+](=O)([O-])C=1C=CC2=C(NC(O2)=O)C1 (5-nitrobenzoxazolinone). RXN SMILES: [NH2:1][C:2]1[CH:7]=[C:6]([N+:8]([O-:10])=[O:9])[CH:5]=[CH:4][C:3]=1[OH:11].N[C:13](N)=[O:14]>>[N+:8]([C:6]1[CH:5]=[CH:4][C:3]2[O:11][C:13](=[O:14])[NH:1][C:2]=2[CH:7]=1)([O-:10])=[O:9]. Starting materials: 5-chloro-2-hydroxyphenyl, NC1=C(C=CC(=C1)[N+](=O)[O-])O (2-amino-4-nitrophenol), NC(=O)N (urea). Reported procedure: This was prepared in a similar manner as the 5-chloro-2-hydroxyphenyl analogue, by fusing 2-amino-4-nitrophenol and urea to form 5-nitrobenzoxazolinone (m.pt. 215° C. after recrystallisation from acetone), and then heating with alcoholic dimethylamine as above: it was not recrystallised.